Dataset: the Open Reaction Database (ORD), a public repository of structured organic reaction records. Task: describe an organic reaction: reactants, conditions, products, and yield Starting materials: COC1=C(OC=2C(=NC(=NC2Cl)C2=NC=CC=N2)Cl)C=CC=C1 (5-(2-Methoxyphenoxy)-4,6-dichloro-2-(2-pyrimidinyl)pyrimidine). Solvent: C(CO)O (ethylene glycol). Product: ClC1=C(C(=NC(=N1)C1=NC=CC=N1)OCCO)OC1=C(C=CC=C1)OC (2-{6-chloro-5-(2-methoxyphenoxy)-2-(2-pyrimidinyl)pyrimidin-4-yloxy}-ethanol). RXN SMILES: [CH3:1][O:2][C:3]1[CH:23]=[CH:22][CH:21]=[CH:20][C:4]=1[O:5][C:6]1[C:7](Cl)=[N:8][C:9]([C:13]2[N:18]=[CH:17][CH:16]=[CH:15][N:14]=2)=[N:10][C:11]=1[Cl:12]>C(O)CO>[Cl:12][C:11]1[N:10]=[C:9]([C:13]2[N:18]=[CH:17][CH:16]=[CH:15][N:14]=2)[N:8]=[C:7]([O:2][CH2:3][CH2:4][OH:5])[C:6]=1[O:5][C:4]1[CH:20]=[CH:21][CH:22]=[CH:23][C:3]=1[O:2][CH3:1]. Procedure: 5-(2-Methoxyphenoxy)-4,6-dichloro-2-(2-pyrimidinyl)pyrimidine and ethylene glycol are treated in the same manner as in Reference Example 1-(1) to give 2-{6-chloro-5-(2-methoxyphenoxy)-2-(2-pyrimidinyl)pyrimidin-4-yloxy}-ethanol (5.37 g) as a powder. The reactants are C(=O)(O)[O-].[Na+] (NaHCO3), NC1=CC(=C(C(=N1)C)C#N)[O-].[Na+] (sodium 6-amino-3-cyano-2-methylpyridin-4-olate), C(=O)([O-])[O-].[K+].[K+] (K2CO3), CI (MeI). The solvent is CN(C)C=O (DMF). Conditions: time 9 day. The product is NC1=NC(=C(C#N)C(=C1)OC)C (6-Amino-4-methoxy-2-methylnicotinonitrile). As a reaction SMILES: [NH2:1][C:2]1[N:7]=[C:6]([CH3:8])[C:5]([C:9]#[N:10])=[C:4]([O-:11])[CH:3]=1.[Na+].[C:13]([O-])([O-])=O.[K+].[K+].CI.C([O-])(O)=O.[Na+]>CN(C=O)C>[NH2:1][C:2]1[CH:3]=[C:4]([O:11][CH3:13])[C:5]([C:9]#[N:10])=[C:6]([CH3:8])[N:7]=1 |f:0.1,2.3.4,6.7|. Procedure details: To a mixture of sodium 6-amino-3-cyano-2-methylpyridin-4-olate (500 mg, 2.92 mmol, prepared in analogy to WO2001062233A2 and isolated as sodium salt), and K2CO3 (808 mg, 5.84 mmol) in DMF (1 ml) was added MeI (0.200 ml, 3.21 mmol), and the reaction mixture was stirred at it for 9 d. Saturated NaHCO3 (50 ml) was added and the mixture was extracted with EA (4×20 ml). The combined organic extracts were diluted with additional DCM and MeOH until homogeneous, dried over Na2SO4, filtered and concentra... The reactants are [BH4-], N#CCCNC(=O)C1=CC(CF)(CF)Oc2ccc([N+](=O)[O-])cc21, CO, [Na+], C1CCOC1. Reaction SMILES: [BH4-:25].[C:1](#[N:2])[CH2:3][CH2:4][NH:5][C:6](=[O:7])[C:8]1=[CH:9][C:10]([CH2:21][F:22])([CH2:23][F:24])[O:11][c:12]2[c:13]1[cH:14][c:15]([N+:18](=[O:19])[O-:20])[cH:16][cH:17]2.[CH3:32][OH:33].[Na+:26].[O:27]1[CH2:28][CH2:29][CH2:30][CH2:31]1>>[C:1](#[N:2])[CH2:3][CH2:4][NH:5][C:6](=[O:7])[CH:8]1[CH2:9][C:10]([CH2:21][F:22])([CH2:23][F:24])[O:11][c:12]2[c:13]1[cH:14][c:15]([N+:18](=[O:19])[O-:20])[cH:16][cH:17]2. Yields the product N#CCCNC(=O)C1CC(CF)(CF)Oc2ccc([N+](=O)[O-])cc21.